Dataset: the Open Reaction Database (ORD), a public repository of structured organic reaction records. Task: describe an organic reaction: reactants, conditions, products, and yield The reactants are O=C([O-])[O-], CN(C)C=O, CC(C)c1cc(Cl)nnc1Cl, Cl, [K+], [K+], Nc1cc(Cl)c(S)c(Cl)c1, O. Yields the product CC(C)c1cc(Sc2c(Cl)cc(N)cc2Cl)nnc1Cl. Reaction SMILES: [C:22](=[O:23])([O-:24])[O-:25].[CH3:29][N:30]([CH3:31])[CH:32]=[O:33].[Cl:11][c:12]1[n:13][n:14][c:15]([Cl:21])[cH:16][c:17]1[CH:18]([CH3:19])[CH3:20].[ClH:28].[K+:26].[K+:27].[NH2:1][c:2]1[cH:3][c:4]([Cl:10])[c:5]([SH:9])[c:6]([Cl:8])[cH:7]1.[OH2:34]>>[NH2:1][c:2]1[cH:3][c:4]([Cl:10])[c:5]([S:9][c:15]2[n:14][n:13][c:12]([Cl:11])[c:17]([CH:18]([CH3:19])[CH3:20])[cH:16]2)[c:6]([Cl:8])[cH:7]1. Starting materials: NC1=C(C(=NC2=CC=CC(=C12)OC[C@@H](C)N)C)C(=O)OCC ((R)-ethyl 4-amino-5-(2-aminopropoxy)-2-methylquinoline-3-carboxylate), OC=1C=C(C(=O)O)C=CC1 (3-hydroxybenzoic acid). The product is NC1=C(C(=NC2=CC=CC(=C12)OC[C@@H](C)NC(C1=CC(=CC=C1)O)=O)C)C(=O)OCC ((R)-ethyl 4-amino-5-(2-(3-hydroxybenzamido)propoxy)-2-methylquinoline-3-carboxylate). Reaction SMILES: [NH2:1][C:2]1[C:11]2[C:6](=[CH:7][CH:8]=[CH:9][C:10]=2[O:12][CH2:13][C@H:14]([NH2:16])[CH3:15])[N:5]=[C:4]([CH3:17])[C:3]=1[C:18]([O:20][CH2:21][CH3:22])=[O:19].[OH:23][C:24]1[CH:25]=[C:26]([CH:30]=[CH:31][CH:32]=1)[C:27](O)=[O:28]>>[NH2:1][C:2]1[C:11]2[C:6](=[CH:7][CH:8]=[CH:9][C:10]=2[O:12][CH2:13][C@H:14]([NH:16][C:27](=[O:28])[C:26]2[CH:30]=[CH:31][CH:32]=[C:24]([OH:23])[CH:25]=2)[CH3:15])[N:5]=[C:4]([CH3:17])[C:3]=1[C:18]([O:20][CH2:21][CH3:22])=[O:19]. Reported procedure: Prepared as in Example 24a from (R)-ethyl 4-amino-5-(2-aminopropoxy)-2-methyl-quinoline-3-carboxylate (Example 86b) and 3-hydroxybenzoic acid as brown solid (36%). MS 424 (MH+). Reactants: C(C)(C)(C)OC(=O)NC(CCCC(=O)O)CC1=CC=C(C=C1)O (5-t-butoxycarbonylamino-6-(4-hydroxyphenyl)-hexanoic acid), C(=O)(OC(C)(C)C)N=[N+]=[N-] (BOC-azide), NCCCCC(=O)O (5-aminopentanoic acid), CN(C(N(C)C)=N)C (tetramethylguanidine), BOC--1Tyr--OH, C(=O)(OC(C)(C)C)N[C@@H](CC1=CC=C(C=C1)O)C(=O)O (BOC-tyrosine), N[C@@H](CC1=CC=C(C=C1)O)C(=O)N([C@@H](CC1=CC=CC=C1)C(=O)N[C@@H](CCSC)C(=O)N)C(CCCCN)=O (tyrosyl-5-aminopentanoylphenylalanylmethionine amide), C(=O)(OC(C)(C)C)C(C(=O)O)CCCN (BOC-5-aminopentanoic acid), BOC--2Gly--OH. Run in CN(C)C=O (DMF). The product is C(=O)(OC(C)(C)C)C(C(=O)O)CCCN (BOC-5-aminopentanoic acid), NC(CCCC(=O)NCC(=O)N[C@@H](CC1=CC=CC=C1)C(=O)N[C@@H](CCSC)C(=O)N)CC1=CC=C(C=C1)O (5-amino-6-(4-hydroxyphenyl)-hexanoyl-glycyl-phenylalanyl-methionine amide). Isolated yield 70.0%. As a reaction SMILES: [NH2:1][C@H:2]([C:11]([N:13](C(=O)CCCCN)[C@H:14]([C:22]([NH:24][C@H:25]([C:30]([NH2:32])=[O:31])[CH2:26][CH2:27][S:28][CH3:29])=[O:23])[CH2:15][C:16]1[CH:21]=[CH:20][CH:19]=[CH:18][CH:17]=1)=[O:12])CC1C=CC(O)=CC=1.[C:40]([CH:47]([CH2:51][CH2:52][CH2:53][NH2:54])[C:48]([OH:50])=[O:49])([O:42][C:43]([CH3:46])([CH3:45])[CH3:44])=[O:41].C([NH:62][C@H:63]([C:72](O)=O)[CH2:64][C:65]1[CH:70]=[CH:69][C:68]([OH:71])=[CH:67][CH:66]=1)(OC(C)(C)C)=O.C(N=[N+]=[N-])(OC(C)(C)C)=O.NCC[CH2:88][CH2:89][C:90](O)=[O:91].CN(C)C(=N)N(C)C.C(OC(NC(CC1C=CC(O)=CC=1)CCCC(O)=O)=O)(C)(C)C>CN(C=O)C>[C:40]([CH:47]([CH2:51][CH2:52][CH2:53][NH2:54])[C:48]([OH:50])=[O:49])([O:42][C:43]([CH3:45])([CH3:46])[CH3:44])=[O:41].[NH2:62][CH:63]([CH2:64][C:65]1[CH:66]=[CH:67][C:68]([OH:71])=[CH:69][CH:70]=1)[CH2:72][CH2:88][CH2:89][C:90]([NH:1][CH2:2][C:11]([NH:13][C@H:14]([C:22]([NH:24][C@H:25]([C:30]([NH2:32])=[O:31])[CH2:26][CH2:27][S:28][CH3:29])=[O:23])[CH2:15][C:16]1[CH:17]=[CH:18][CH:19]=[CH:20][CH:21]=1)=[O:12])=[O:91]. Procedure: ⟦The first novel analogue we synthesised, described fully below, was tyrosyl-5-aminopentanoylphenylalanylmethionine amide H212. BOC-5-aminopentanoic acid was coupled in the third cycle of the procedure, and the BOC-tyrosine in the fourth (last) cycle. The BOC-5-aminopentanoic acid (m.p. 47.5°-48.5° from diisopropyl ether--40°-60° petroleum ether) was prepared in 70% yield by the reaction of BOC-azide and 5-aminopentanoic acid in DMF in the presence of tetramethylguanidine. After ammonolysis of t... Starting materials: C(=O)(C(F)(F)F)O (TFA), C(C)(C)(C)OC(=O)N(C1=NC=C(C=C1C1=CC(=NO1)C1=C(C=C(C=C1)CN(C(OC(C)(C)C)=O)C)F)C1=NC=C(C=C1)S(=O)(=O)C(C)C)C(=O)OC(C)(C)C (tert-butyl N-[[4-[5-[2-[bis(tert-butoxycarbonyl)amino]-5-(5-isopropylsulfonyl-2-pyridyl)-3-pyridyl]isoxazol-3-yl]-3-fluoro-phenyl]methyl]-N-methyl-carbamate). Solvent: C(Cl)Cl (DCM). Reaction conditions: time 16 hour. The product is FC1=C(C=CC(=C1)CNC)C1=NOC(=C1)C=1C(=NC=C(C1)C1=NC=C(C=C1)S(=O)(=O)C(C)C)N (3-[3-[2-Fluoro-4-(methylaminomethyl)phenyl]isoxazol-5-yl]-5-(5-isopropylsulfonyl-2-pyridyl)pyridin-2-amine). The yield is 7.5%. RXN SMILES: C(O)(C(F)(F)F)=O.C(OC([N:15](C(OC(C)(C)C)=O)[C:16]1[C:21]([C:22]2[O:26][N:25]=[C:24]([C:27]3[CH:32]=[CH:31][C:30]([CH2:33][N:34](C)[C:35](=O)OC(C)(C)C)=[CH:29][C:28]=3[F:43])[CH:23]=2)=[CH:20][C:19]([C:44]2[CH:49]=[CH:48][C:47]([S:50]([CH:53]([CH3:55])[CH3:54])(=[O:52])=[O:51])=[CH:46][N:45]=2)=[CH:18][N:17]=1)=O)(C)(C)C>C(Cl)Cl>[F:43][C:28]1[CH:29]=[C:30]([CH2:33][NH:34][CH3:35])[CH:31]=[CH:32][C:27]=1[C:24]1[CH:23]=[C:22]([C:21]2[C:16]([NH2:15])=[N:17][CH:18]=[C:19]([C:44]3[CH:49]=[CH:48][C:47]([S:50]([CH:53]([CH3:54])[CH3:55])(=[O:51])=[O:52])=[CH:46][N:45]=3)[CH:20]=2)[O:26][N:25]=1. Procedure: TFA (1.724 g, 1.165 mL, 15.12 mmol) was added to a stirred solution of tert-butyl N-[[4-[5-[2-[bis(tert-butoxycarbonyl)amino]-5-(5-isopropylsulfonyl-2-pyridyl)-3-pyridyl]isoxazol-3-yl]-3-fluoro-phenyl]methyl]-N-methyl-carbamate (198.7 mg, 0.1652 mmol) in DCM (7 mL) and the reaction stirred at ambient temperature for 16 hours. The solvent was removed in vacuo and the residue azeotroped with DCM (×2) and ether (×2). The material was purified by reverse phase preparative HPLC [Waters Sunfire C18, 1... Reactants: FC1=C(C=C(C(=O)O)C=C1)C (4-Fluoro-3-methylbenzoic acid), CN(C)C(=[N+](C)C)ON1C2=C(C=CC=C2)N=N1.[B-](F)(F)(F)F (TBTU), CN1CCOCC1 (4-methylmorpholine), C1(CC1)[C@@H](CN1CC(C1)O)NC ((S)-1-(2-cyclopropyl-2-(methylamino)ethyl)azetidin-3-ol), resultant mixture, CN(C)C(=[N+](C)C)ON1C2=C(C=CC=C2)N=N1.[B-](F)(F)(F)F (TBTU), FC1=C(C=C(C(=O)O)C=C1)C (4-fluoro-3-methylbenzoic acid), CN1CCOCC1 (NMM), resultant mixture. The solvent is C(Cl)Cl (DCM), CN(C)C=O (DMF). Conditions: time 30 minute. The product is C1(CC1)[C@@H](CN1CC(C1)O)N(C(C1=CC(=C(C=C1)F)C)=O)C ((S)—N-(1-Cyclopropyl-2-(3-hydroxyazetidin-1-yl)ethyl)-4-fluoro-N,3-dimethylbenzamide). The yield is 29.9%. RXN SMILES: [F:1][C:2]1[CH:10]=[CH:9][C:5]([C:6]([OH:8])=O)=[CH:4][C:3]=1[CH3:11].CN(C(ON1N=NC2C=CC=CC1=2)=[N+](C)C)C.[B-](F)(F)(F)F.CN1CCOCC1.[CH:41]1([C@H:44]([NH:51][CH3:52])[CH2:45][N:46]2[CH2:49][CH:48]([OH:50])[CH2:47]2)[CH2:43][CH2:42]1>CN(C=O)C.C(Cl)Cl>[CH:41]1([C@H:44]([N:51]([CH3:52])[C:6](=[O:8])[C:5]2[CH:9]=[CH:10][C:2]([F:1])=[C:3]([CH3:11])[CH:4]=2)[CH2:45][N:46]2[CH2:49][CH:48]([OH:50])[CH2:47]2)[CH2:43][CH2:42]1 |f:1.2|. Procedure details: 4-Fluoro-3-methylbenzoic acid (0.095 g, 0.62 mmol), TBTU (0.226 g, 0.70 mmol) and 4-methylmorpholine (0.194 mL, 1.76 mmol) was mixed in DMF (2 mL). After 30 min at rt was (S)-1-(2-cyclopropyl-2-(methylamino)ethyl)azetidin-3-ol (Compound J3) (0.1 g, 0.59 mmol) added. The resultant mixture was stirred at rt overnight. Analysis by LCMS indicated formation of both mono and diacylated product. Additional TBTU (0.189 g, 0.59 mmol), 4-fluoro-3-methylbenzoic acid (0.091 g, 0.59 mmol) and NMM (0.129 mL, ... Starting materials: OCC1(CCC(CC1)=O)C1=CC=C(C=C1)F (4-hydroxymethyl-4-(4-fluorophenyl)cyclohexanone), N1=CC=CC=C1 (pyridine), C(C)(=O)OC(C)=O (acetic anhydride). Solvent: O (water). Conditions: time 20 hour. The product is C(C)(=O)OCC1(CCC(CC1)=O)C1=CC=C(C=C1)F (4-acetoxymethyl-4-(4-fluorophenyl)cyclohexanone). The yield is 57.0%. RXN SMILES: [OH:1][CH2:2][C:3]1([C:10]2[CH:15]=[CH:14][C:13]([F:16])=[CH:12][CH:11]=2)[CH2:8][CH2:7][C:6](=[O:9])[CH2:5][CH2:4]1.N1C=CC=CC=1.[C:23](OC(=O)C)(=[O:25])[CH3:24]>O>[C:23]([O:1][CH2:2][C:3]1([C:10]2[CH:11]=[CH:12][C:13]([F:16])=[CH:14][CH:15]=2)[CH2:4][CH2:5][C:6](=[O:9])[CH2:7][CH2:8]1)(=[O:25])[CH3:24]. Reported procedure: The 4-hydroxymethyl-4-(4-fluorophenyl)cyclohexanone is dissolved in 50 ml. of pyridine and 30 ml. of acetic anhydride. After about 20 hours of standing at room temperature, the mixture is pured into ice and water. The gum that precipitates is extracted with ether. The organic layer is washed sucessively with water, 2.5 N hydrochloric acid, water, sodium bicarbonate solution and brine, and evaporated to dryness. The solid residue is recrystallized from ether to give 9.77 g. (57% yield) of 4-aceto... The reactants are C(#N)C1=C(C=CC=C1)C1=CC(=C(C=C1)CC=1C(N(C=2N(C1CCC)N=C(N2)C)[C@H]2C[C@H](C2)C(=O)N(C)OC)=O)F (cis-3-{6-[(2′-cyano-3-fluorobiphenyl-4-yl)methyl]-2-methyl-5-oxo-7-propyl[1,2,4]triazolo[1,5-a]pyrimidin-4(5H)-yl}-N-methoxy-N-methylcyclobutanecarboxamide), C[Mg]Br.O1CCCC1 (methylmagnesium bromide tetrahydrofuran). The solvent is [Cl-].[NH4+] (ammonium chloride), O1CCCC1 (tetrahydrofuran). Conditions: time 3 hour. Product: C(C)(=O)[C@H]1C[C@H](C1)N1C=2N(C(=C(C1=O)CC1=C(C=C(C=C1)C=1C(=CC=CC1)C#N)F)CCC)N=C(N2)C (4′-{[4-(cis-3-acetylcyclobutyl)-2-methyl-5-oxo-7-propyl-4,5-dihydro[1,2,4]triazolo[1,5-a]pyrimidin-6-yl]methyl}-3′-fluorobiphenyl-2-carbonitrile), compound. Isolated yield 85.0%. RXN SMILES: [C:1]([C:3]1[CH:8]=[CH:7][CH:6]=[CH:5][C:4]=1[C:9]1[CH:14]=[CH:13][C:12]([CH2:15][C:16]2[C:17](=[O:39])[N:18]([C@@H:29]3[CH2:32][C@H:31]([C:33](N(OC)C)=[O:34])[CH2:30]3)[C:19]3[N:20]([N:25]=[C:26]([CH3:28])[N:27]=3)[C:21]=2[CH2:22][CH2:23][CH3:24])=[C:11]([F:40])[CH:10]=1)#[N:2].[CH3:41][Mg]Br.O1CCCC1>O1CCCC1.[Cl-].[NH4+]>[C:33]([C@@H:31]1[CH2:32][C@H:29]([N:18]2[C:17](=[O:39])[C:16]([CH2:15][C:12]3[CH:13]=[CH:14][C:9]([C:4]4[C:3]([C:1]#[N:2])=[CH:8][CH:7]=[CH:6][CH:5]=4)=[CH:10][C:11]=3[F:40])=[C:21]([CH2:22][CH2:23][CH3:24])[N:20]3[N:25]=[C:26]([CH3:28])[N:27]=[C:19]23)[CH2:30]1)(=[O:34])[CH3:41] |f:1.2,4.5|. Procedure: To a solution of cis-3-{6-[(2′-cyano-3-fluorobiphenyl-4-yl)methyl]-2-methyl-5-oxo-7-propyl[1,2,4]triazolo[1,5-a]pyrimidin-4(5H)-yl}-N-methoxy-N-methylcyclobutanecarboxamide (3.65 g) in tetrahydrofuran (10 mL) was added 1 M methylmagnesium bromide-tetrahydrofuran solution (10 mL), and the mixture was stirred at room temperature for 3 hr. The reaction mixture was diluted with saturated aqueous ammonium chloride solution, and the mixture was extracted with ethyl acetate. The extract was washed with...